Task: describe an organic reaction: reactants, conditions, products, and yield. Dataset: the Open Reaction Database (ORD), a public repository of structured organic reaction records Reactants: C(=O)(O)[O-].[Na+] (NaHCO3), O[C@@H](CN(C(OC(C)(C)C)=O)C[C@@H]1OC2=CC=C(C=C2CC1)I)C=1C=NC=CC1 (tert-butyl (2R)-2-hydroxy-2-(3-pyridinyl)ethyl([(2R)-6-iodo-3,4-dihydro-2H-chromen-2-yl]methyl}carbamate), CC(C)(C)[Si](C)(C)Cl (TBDMSCl), N1C=NC=C1 (imidazole). Run in CN(C)C=O (DMF). Conditions: time 24 hour. Yields the product [Si](C)(C)(C(C)(C)C)O[C@@H](CN(C(OC(C)(C)C)=O)C[C@@H]1OC2=CC=C(C=C2CC1)I)C=1C=NC=CC1 (tert-butyl (2R)-2-{[tert-butyl(dimethyl)silyl]oxy}-2-(3-pyridinyl]ethyl{[(2R)-6-iodo-3,4-dihydro-2H-chromen-2-yl]methyl}carbamate). Reaction SMILES: [OH:1][C@H:2]([C:24]1[CH:25]=[N:26][CH:27]=[CH:28][CH:29]=1)[CH2:3][N:4]([CH2:12][C@H:13]1[CH2:22][CH2:21][C:20]2[C:15](=[CH:16][CH:17]=[C:18]([I:23])[CH:19]=2)[O:14]1)[C:5](=[O:11])[O:6][C:7]([CH3:10])([CH3:9])[CH3:8].[CH3:30][C:31]([Si:34](Cl)([CH3:36])[CH3:35])([CH3:33])[CH3:32].N1C=CN=C1.C([O-])(O)=O.[Na+]>CN(C=O)C>[Si:34]([O:1][C@H:2]([C:24]1[CH:25]=[N:26][CH:27]=[CH:28][CH:29]=1)[CH2:3][N:4]([CH2:12][C@H:13]1[CH2:22][CH2:21][C:20]2[C:15](=[CH:16][CH:17]=[C:18]([I:23])[CH:19]=2)[O:14]1)[C:5](=[O:11])[O:6][C:7]([CH3:10])([CH3:8])[CH3:9])([C:31]([CH3:33])([CH3:32])[CH3:30])([CH3:36])[CH3:35] |f:3.4|. Procedure details: A mixture of tert-butyl (2R)-2-hydroxy-2-(3-pyridinyl)ethyl([(2R)-6-iodo-3,4-dihydro-2H-chromen-2-yl]methyl}carbamate (Example 37, Method A, 6.35 g, 12.4 mmol), TBDMSCl (2.25 g, 14.9 mmol) and imidazole (2.10 g, 30.9 mmol) in DMF (10 mL) was stirred at room temperature under argon for 24 hours. The reaction mixture was then poured into a saturated NaHCO3 solution (50 mL). The mixture was extracted with ether (100 mL×2). The ether layer was washed with water (50 mL) and dried over anhydrous sodiu... Reactants: FC(C1=C(C=CC(=O)O)C=CC=C1)(F)F (2-Trifluoromethylcinnamic acid), S(O)(O)(=O)=O (sulfuric acid), C(C)O (ethanol). Yields the product C(C)OC(C=CC1=C(C=CC=C1)C(F)(F)F)=O (2-Trifluoromethylcinnamic acid ethyl ester). The yield is 95.0%. RXN SMILES: [F:1][C:2]([F:15])([F:14])[C:3]1[CH:13]=[CH:12][CH:11]=[CH:10][C:4]=1[CH:5]=[CH:6][C:7]([OH:9])=[O:8].S(=O)(=O)(O)O.[CH2:21](O)[CH3:22]>>[CH2:21]([O:8][C:7](=[O:9])[CH:6]=[CH:5][C:4]1[CH:10]=[CH:11][CH:12]=[CH:13][C:3]=1[C:2]([F:14])([F:15])[F:1])[CH3:22]. Reported procedure: 2-Trifluoromethylcinnamic acid (10.1 g), conc. sulfuric acid (1 ml) and ethanol (100 ml) were subjected to reaction and post-treatment in a similar manner to that described in Reference example 10(a) to obtain the title compound (10.8 g, 95%) as a colorless oil.